From a dataset of the Open Reaction Database (ORD), a public repository of structured organic reaction records. describe an organic reaction: reactants, conditions, products, and yield The reactants are O=C([O-])c1ccccc1, CCCCCCCCCCCOCCl, CN(C)CCO, CCCCCC, [Na+]. Yields the product O=C([O-])c1ccccc1, CCCCCCCCCCCOC[N+](C)(C)CCO. Reaction SMILES: [C:21]([c:22]1[cH:23][cH:24][cH:25][cH:26][cH:27]1)(=[O:28])[O-:29].[CH2:7]([CH2:8][CH2:9][CH2:10][CH2:11][CH2:12][CH2:13][CH2:14][CH2:15][CH2:16][CH3:17])[O:18][CH2:19][Cl:20].[CH3:1][N:2]([CH3:3])[CH2:4][CH2:5][OH:6].[CH3:31][CH2:32][CH2:33][CH2:34][CH2:35][CH3:36].[Na+:30]>>[C:21]([c:22]1[cH:23][cH:24][cH:25][cH:26][cH:27]1)(=[O:28])[O-:29].[CH3:1][N+:2]([CH3:3])([CH2:4][CH2:5][OH:6])[CH2:19][O:18][CH2:7][CH2:8][CH2:9][CH2:10][CH2:11][CH2:12][CH2:13][CH2:14][CH2:15][CH2:16][CH3:17]. The reactants are N1=C(C(=CC=C1)C(=O)OCC)C(=O)OCC (diethyl pyridine-2,3-dicarboxylate), S(O)(O)(=O)=O (sulfuric acid), OO (hydrogen peroxide). Solvent: C(C)(=O)O (acetic acid). Product: [N+]1(=C(C(=CC=C1)C(=O)OCC)C(=O)OCC)[O-] (diethyl pyridine-2,3-dicarboxylate-N-oxide). RXN SMILES: [N:1]1[CH:6]=[CH:5][CH:4]=[C:3]([C:7]([O:9][CH2:10][CH3:11])=[O:8])[C:2]=1[C:12]([O:14][CH2:15][CH3:16])=[O:13].S(=O)(=O)(O)[OH:18].OO>C(O)(=O)C>[N+:1]1([O-:18])[CH:6]=[CH:5][CH:4]=[C:3]([C:7]([O:9][CH2:10][CH3:11])=[O:8])[C:2]=1[C:12]([O:14][CH2:15][CH3:16])=[O:13]. Procedure: A mixture of 99 g of diethyl pyridine-2,3-dicarboxylate, 7.2 mL of concentrated sulfuric acid, 85 mL of 30% hydrogen peroxide and 256 mL acetic acid is stirred and heated at 85° for 4 hours. The reaction is concentrated in vacuo, and the residue is dissolved in methylene chloride, and washed with water, then saturated sodium bicarbonate. After drying, the organic phase is concentrated in vacuo to afford 79 g of the desired product, mp 80°-85°. A portion recrystallized from carbon tetrachloride-p... Starting materials: OC1=NC=NC(=C1)CC (4-hydroxy-6-ethylpyrimidine), II (iodine), ClCl (chlorine), II (iodine). The solvent is C(C)(=O)O (acetic acid), C(C)(=O)O (acetic acid). Yields the product OC1=NC=NC(=C1I)CC (4-hydroxy-5-iodo-6-ethylpyrimidine). RXN SMILES: [I:1]I.ClCl.[OH:5][C:6]1[CH:11]=[C:10]([CH2:12][CH3:13])[N:9]=[CH:8][N:7]=1>C(O)(=O)C>[OH:5][C:6]1[C:11]([I:1])=[C:10]([CH2:12][CH3:13])[N:9]=[CH:8][N:7]=1. Reported procedure: 50.8 g of iodine (0.20 mol) are introduced into 850 ml of acetic acid, and 14.8 g (0.21 mol) of chlorine are introduced at 30°-33° C., whereupon the iodine dissolves. 49.7 g (0.4 mol) of 4-hydroxy-6-ethylpyrimidine in solution in 150 ml of acetic acid are then added dropwise at 20° C., the crystalline end product separating out. Filtration with suction and recrystallisation from ethyl acetate yield 24.4 g of pure substance, m.p. 191°-192° C. Starting materials: O=C1SC(C(N1)=O)CC=1C=CC2=C(N=C(O2)CC2=CC=C(C=C2)OCC2=CC=CC=C2)C1 (5-[(2,4-dioxothiazolidin-5-yl)methyl]-2-(4-benzyloxybenzyl)benzoxazole), Br (hydrogen bromide), C(C)(=O)OCC (Ethyl acetate), O (water). Procedure: A mixture of 0.95 g of 5-[(2,4-dioxothiazolidin-5-yl)methyl]-2-(4-benzyloxybenzyl)benzoxazole, 10 ml of a 25% hydrogen bromide solution in acetic acid and 10 ml of acetic acid is stirred at room temperature overnight. Ethyl acetate and water are added to the reaction mixture. The ethyl acetate layer is washed with water, dried and evaporated to remove the solvent. The residue is crystallized with n-hexane, and recrystallized from a mixture of ethyl acetate and n-hexane, whereby 0.42 g of 5-[(2,4... The solvent is C(C)(=O)O (acetic acid), C(C)(=O)O (acetic acid). The yield is 55.5%. RXN SMILES: [O:1]=[C:2]1[NH:6][C:5](=[O:7])[CH:4]([CH2:8][C:9]2[CH:10]=[CH:11][C:12]3[O:16][C:15]([CH2:17][C:18]4[CH:23]=[CH:22][C:21]([O:24]CC5C=CC=CC=5)=[CH:20][CH:19]=4)=[N:14][C:13]=3[CH:32]=2)[S:3]1.Br.C(OCC)(=O)C.O>C(O)(=O)C>[O:1]=[C:2]1[NH:6][C:5](=[O:7])[CH:4]([CH2:8][C:9]2[CH:10]=[CH:11][C:12]3[O:16][C:15]([CH2:17][C:18]4[CH:23]=[CH:22][C:21]([OH:24])=[CH:20][CH:19]=4)=[N:14][C:13]=3[CH:32]=2)[S:3]1. Conditions: time 8 hour. Product: O=C1SC(C(N1)=O)CC=1C=CC2=C(N=C(O2)CC2=CC=C(C=C2)O)C1 (5-[(2,4-dioxothiazolidin-5-yl)methyl]-2-(4-hydroxybenzyl)benzoxazole). The reactants are c1ccc2c(c1)CNC2, [Na+], [OH-], O, O=[N+]([O-])O, O=S(=O)(O)O. Yields the product O=[N+]([O-])c1ccc2c(c1)CNC2. Reaction SMILES: [CH2:1]1[NH:2][CH2:3][c:4]2[cH:5][cH:6][cH:7][cH:8][c:9]21.[Na+:20].[OH-:19].[OH2:21].[OH:15][N+:16]([O-:17])=[O:18].[S:10](=[O:11])(=[O:12])([OH:13])[OH:14]>>[CH2:1]1[NH:2][CH2:3][c:4]2[cH:5][cH:6][c:7]([N+:16](=[O:15])[O-:17])[cH:8][c:9]21. The reactants are NC1=C(C(=NC=N1)CN1C(=NC=C1)C1=NC(=CC=C1)F)CCC (6-amino-4-[2-(6-fluoro-pyridin-2-yl)-imidazol-1-ylmethyl]-5-propyl-pyrimidine), ClCC=O (chloroacetaldehyde). Run in CN(C)C=O (DMF). The product is FC1=CC=CC(=N1)C=1N(C=CN1)CC1=C(C=2N(C=N1)C=CN2)CCC (7-[2-(6-fluoro-pyridin-2-yl)-imidazol-1-ylmethyl]-8-propyl-imidazo[1,2-c]pyrimidine). Reaction SMILES: [NH2:1][C:2]1[N:7]=[CH:6][N:5]=[C:4]([CH2:8][N:9]2[CH:13]=[CH:12][N:11]=[C:10]2[C:14]2[CH:19]=[CH:18][CH:17]=[C:16]([F:20])[N:15]=2)[C:3]=1[CH2:21][CH2:22][CH3:23].Cl[CH2:25][CH:26]=O>CN(C=O)C>[F:20][C:16]1[N:15]=[C:14]([C:10]2[N:9]([CH2:8][C:4]3[N:5]=[CH:6][N:7]4[CH:25]=[CH:26][N:1]=[C:2]4[C:3]=3[CH2:21][CH2:22][CH3:23])[CH:13]=[CH:12][N:11]=2)[CH:19]=[CH:18][CH:17]=1. Procedure details: A solution of 105 (1.2 mmol) and chloroacetaldehyde (1 mL) in DMF (10 ml) is heated overnight at 70° C. in a sealed tube. The solvent is removed in vacuo and EtOAc (15 ml) and water (15 ml) are added to the residue. The layers are separated and the aqueous layer is extracted with EtOAc (15 ml). The combined extracts are washed with brine (15 ml), dried (Na2SO4) and evaporated. PTLC separation of the residue with 10% MeOH in CH2Cl2 provides the title compound as a white solid (106). 1H-NMR (CDCl3...